Dataset: the Open Reaction Database (ORD), a public repository of structured organic reaction records. Task: describe an organic reaction: reactants, conditions, products, and yield Reactants: B.C1CCOC1 (Borane THF), N1=CC(=CC=C1)NC(=O)C1CN(CCN1)C(=O)OC(C)(C)C (tert-butyl 3-(pyridin-3-ylcarbamoyl)piperazine-1-carboxylate). Solvent: C1CCOC1 (THF). Yields the product N1=CC(=CC=C1)NCC1CN(CCN1)C(=O)OC(C)(C)C (tert-butyl 3-((pyridin-3-ylamino)methyl)piperazine-1-carboxylate). As a reaction SMILES: B.C1COCC1.[N:7]1[CH:12]=[CH:11][CH:10]=[C:9]([NH:13][C:14]([CH:16]2[NH:21][CH2:20][CH2:19][N:18]([C:22]([O:24][C:25]([CH3:28])([CH3:27])[CH3:26])=[O:23])[CH2:17]2)=O)[CH:8]=1>C1COCC1>[N:7]1[CH:12]=[CH:11][CH:10]=[C:9]([NH:13][CH2:14][CH:16]2[NH:21][CH2:20][CH2:19][N:18]([C:22]([O:24][C:25]([CH3:28])([CH3:27])[CH3:26])=[O:23])[CH2:17]2)[CH:8]=1 |f:0.1|. Procedure: Borane-THF complex (1.0 M solution in THF, 3.4 mL, 3.4 mmol) was added to a solution of tert-butyl 3-(pyridin-3-ylcarbamoyl)piperazine-1-carboxylate (522 mg, 1.70 mmol) in THF (4 mL). The reaction mixture was heated to reflux for 5 h. Upon cooling to rt, the reaction mixture was carefully quenched by the dropwise addition of MeOH. After gas evolution ceased, MeOH (10 mL) was added, and the reaction mixture was heated to reflux overnight. Upon cooling to rt, the reaction mixture was concentrated ... As a reaction SMILES: [B:17]([O-:18])([O-:26])[O:27][c:19]1[cH:20][cH:21][c:22]([CH3:25])[cH:23][cH:24]1.[Br:1][c:2]1[cH:3][cH:4][c:5]([C:7]([CH2:8][CH2:9][CH2:10][C:11](=[O:12])[O:13][CH2:14][CH3:15])=[O:16])[s:6]1.[C:28](=[O:29])([O-:30])[O-:31].[CH2:35]([OH:36])[CH3:37].[K+:32].[K+:33].[OH2:34].[c:38]1([CH3:39])[cH:40][cH:41][cH:42][cH:43][cH:44]1>>[c:2]1(-[c:19]2[cH:20][cH:21][c:22]([CH3:25])[cH:23][cH:24]2)[cH:3][cH:4][c:5]([C:7]([CH2:8][CH2:9][CH2:10][C:11](=[O:12])[O:13][CH2:14][CH3:15])=[O:16])[s:6]1. The product is CCOC(=O)CCCC(=O)c1ccc(-c2ccc(C)cc2)s1. Starting materials: Cc1ccc(OB([O-])[O-])cc1, CCOC(=O)CCCC(=O)c1ccc(Br)s1, O=C([O-])[O-], CCO, [K+], [K+], O, Cc1ccccc1. Starting materials: BrC1=CC(=C(N)C=C1)[N+](=O)[O-] (4-bromo-2-nitroaniline), C(CCC)C1=CC=C(C=C1)B(O)O (4-butyl phenyl boronic acid), [F-].[Cs+] (cesium fluoride), bis(tri-t-butyl-phosphine) palladium. The solvent is O1CCOCC1 (dioxane). Conditions: temperature 120 celsius. The product is C(CCC)C1=CC=C(C=C1)C1=CC(=C(C=C1)N)[N+](=O)[O-] (4′-butyl-3-nitro-biphenyl-4-ylamine). As a reaction SMILES: Br[C:2]1[CH:8]=[CH:7][C:5]([NH2:6])=[C:4]([N+:9]([O-:11])=[O:10])[CH:3]=1.[CH2:12]([C:16]1[CH:21]=[CH:20][C:19](B(O)O)=[CH:18][CH:17]=1)[CH2:13][CH2:14][CH3:15].[F-].[Cs+]>O1CCOCC1>[CH2:12]([C:16]1[CH:21]=[CH:20][C:19]([C:2]2[CH:8]=[CH:7][C:5]([NH2:6])=[C:4]([N+:9]([O-:11])=[O:10])[CH:3]=2)=[CH:18][CH:17]=1)[CH2:13][CH2:14][CH3:15] |f:2.3|. Procedure details: A Smith Process Vial charged with 4-bromo-2-nitroaniline (205 mg, 0.945 mmol), 4-butyl phenyl boronic acid (336 mg, 1.89 mmol), cesium fluoride (430 mg, 2.83 mmol), bis(tri-t-butyl-phosphine)-palladium (24.1 mg, 0.0472 mmol), and dioxane (2 ml) is purged with Argon (g) for 5 minutes and then heated in a microwave to 120° C. for 15 minutes. The crude reaction is filtered through Celite using EtOAc as eluent. The filtrate is concentrated in vacuo and the crude product is purified with silica gel f...